From a dataset of the Open Reaction Database (ORD), a public repository of structured organic reaction records. describe an organic reaction: reactants, conditions, products, and yield Starting materials: FC1=CC2=C(C(=NO2)C2=CC(=CC=C2)OC[C@@H]2OC2)C=C1 ((R)-6-fluoro-3-(3-oxiranylmethoxy-phenyl)-benzo[d]isoxazole), S1C(=CC=C1)CN (2-thiophenemethylamine). The solvent is ClC(C)Cl (dichloroethane), C(C)O (ethanol). The product is FC1=CC2=C(C(=NO2)C=2C=C(OC[C@@H](CNCC=3SC=CC3)O)C=CC2)C=C1 ((R)-1-[3-(6-fluoro-benzo[d]isoxazol-3-yl)-phenoxy]-3-[(thiophen-2-ylmethyl)-amino]-propan-2-ol). As a reaction SMILES: [F:1][C:2]1[CH:21]=[CH:20][C:5]2[C:6]([C:9]3[CH:14]=[CH:13][CH:12]=[C:11]([O:15][CH2:16][C@H:17]4[CH2:19][O:18]4)[CH:10]=3)=[N:7][O:8][C:4]=2[CH:3]=1.[S:22]1[CH:26]=[CH:25][CH:24]=[C:23]1[CH2:27][NH2:28]>ClC(Cl)C.C(O)C>[F:1][C:2]1[CH:21]=[CH:20][C:5]2[C:6]([C:9]3[CH:10]=[C:11]([CH:12]=[CH:13][CH:14]=3)[O:15][CH2:16][C@H:17]([OH:18])[CH2:19][NH:28][CH2:27][C:23]3[S:22][CH:26]=[CH:25][CH:24]=3)=[N:7][O:8][C:4]=2[CH:3]=1. Procedure details: The title compound is prepared from a mixture of (R)-6-fluoro-3-(3-oxiranylmethoxy-phenyl)-benzo[d]isoxazole in dichloroethane, 2-thiophenemethylamine and ethanol, essentially as described above in Example 57. Purity by LC/MS=100%, [M+H]+=399.